From a dataset of the Open Reaction Database (ORD), a public repository of structured organic reaction records. describe an organic reaction: reactants, conditions, products, and yield Reactants: C1(=CC=C(C=C1)S(=O)(=O)O)C (p-Toluenesulfonic acid), C(C=C)ON=C(C(=O)OCC)C(C(C)SCCO)=O (ethyl 2-allyloxyimino-4-(2-hydroxyethylthio)-3-oxovalerate). The solvent is C1(=CC=CC=C1)C (toluene). Yields the product O1CCSC=C1C(C(=O)OCC)=NOCC=C (ethyl 2-(2,3-dihydro-1,4-oxathiin-6-yl)-2-allyloxyiminoacetate). Yield: 76.4%. As a reaction SMILES: C1(C)C=CC(S(O)(=O)=O)=CC=1.[CH2:12]([O:15][N:16]=[C:17]([C:23](=[O:30])[CH:24]([S:26][CH2:27][CH2:28]O)C)[C:18]([O:20][CH2:21][CH3:22])=[O:19])[CH:13]=[CH2:14]>C1(C)C=CC=CC=1>[O:30]1[C:23]([C:17](=[N:16][O:15][CH2:12][CH:13]=[CH2:14])[C:18]([O:20][CH2:21][CH3:22])=[O:19])=[CH:24][S:26][CH2:27][CH2:28]1. Procedure details: p-Toluenesulfonic acid (0.40 g.) was added to a solution of ethyl 2-allyloxyimino-4-(2-hydroxyethylthio)-3-oxovalerate (4.30 g.) in toluene (43 ml.), and refluxed under heating for 20 minutes while removing the produced water. After cooling, ethyl acetate (10 ml.) was added to the resultant solution and washed with water (40 ml.) twice. The solution was dried over magnesium sulfate and concentrated in vacuo to give oily residue (3.3 g.). The residue was subjected to column chromatography on sili... The reactants are S(O)(O)(=O)=O (sulfuric acid), C(C)NCC (diethylamine), CC(C)(C)O (2-methylpropan-2-ol), BrCC(=O)C1=CC=C(C=C1)Br (2-bromo-1-(4-bromophenyl)ethanone), [N+](=O)([O-])C1=CC=C(C=C1)C(C)=O (1-(4-nitrophenyl)ethanone). Reagents/catalysts: [Cl-].[Zn+2].[Cl-] (zinc(II) chloride). Run in C1=CC=CC=C1 (benzene). Reaction conditions: time 2 hour. Product: BrC1=CC=C(C=C1)C(CCC(=O)C1=CC=C(C=C1)[N+](=O)[O-])=O (1-(4-bromophenyl)-4-(4-nitrophenyl)butane-1,4-dione). The yield is 58.0%. Reaction SMILES: C(NCC)C.CC(O)(C)C.Br[CH2:12][C:13]([C:15]1[CH:20]=[CH:19][C:18]([Br:21])=[CH:17][CH:16]=1)=[O:14].[N+:22]([C:25]1[CH:30]=[CH:29][C:28]([C:31](=[O:33])[CH3:32])=[CH:27][CH:26]=1)([O-:24])=[O:23].S(=O)(=O)(O)O>[Cl-].[Zn+2].[Cl-].C1C=CC=CC=1>[Br:21][C:18]1[CH:19]=[CH:20][C:15]([C:13](=[O:14])[CH2:12][CH2:32][C:31]([C:28]2[CH:27]=[CH:26][C:25]([N+:22]([O-:24])=[O:23])=[CH:30][CH:29]=2)=[O:33])=[CH:16][CH:17]=1 |f:5.6.7|. Reported procedure: Added benzene (108 mL) to anhydrous zinc(II) chloride (19.62 g, 144 mmol), followed by the addition of diethylamine (11.16 mL, 108 mmol) and 2-methylpropan-2-ol (10.32 mL, 108 mmol) and stirred at room temperature for 2 h. Added 2-bromo-1-(4-bromophenyl)ethanone (20 g, 72.0 mmol) and 1-(4-nitrophenyl)ethanone (17.83 g, 108 mmol) together and stirred mixture for 18 h. Added 5% aq. sulfuric acid (50 mL) and stirred vigorously, then the product was collected by filtration, rinsed with benzene, wate... The reactants are OCC1=CC(=NO1)OC (5-hydroxymethyl-3-methoxy-isoxazole), S(=O)(Cl)Cl (thionyl chloride). Reaction conditions: time 20 hour. Product: ClCC1=CC(=NO1)OC (5-Chloromethyl-3-methoxy-isoxazole). The yield is 87.5%. As a reaction SMILES: O[CH2:2][C:3]1[O:7][N:6]=[C:5]([O:8][CH3:9])[CH:4]=1.S(Cl)([Cl:12])=O>>[Cl:12][CH2:2][C:3]1[O:7][N:6]=[C:5]([O:8][CH3:9])[CH:4]=1. Procedure: A mixture of 1.0 g 5-hydroxymethyl-3-methoxy-isoxazole and 10 g thionyl chloride was stirred at room temperature for 20 h. The excess thionylchloride was removed in vacuo, dissolved in toluene and the solvent evaporated. 1.0 g of an oil was obtained. Starting materials: IC=1C=C(C=CC1)C=1N=C2C(=NC1)N(C=C2C(C(C)(C)C)=O)COCC[Si](C)(C)C (1-[2-(3-iodo-phenyl)-5-(2-trimethylsilanyl-ethoxymethyl)-5H-pyrrolo[2,3-b]pyrazin-7-yl]-2,2-dimethyl-propan-1-one), C(C)(C)(C)OC(=O)N1CC2(CC1)CNCC2 (2,7-diaza-spiro[4.4]nonane-2-carboxylic acid tert-butyl ester). Product: C1N(CCC12CNCC2)C=2C=C(C=CC2)C=2N=C1C(=NC2)NC=C1C(C(C)(C)C)=O (1-{2-[3-(2,7-Diaza-spiro[4.4]non-2-yl)-phenyl]-5H-pyrrolo[2,3-b]pyrazin-7-yl}-2,2-dimethyl-propan-1-one). Reaction SMILES: I[C:2]1[CH:3]=[C:4]([C:8]2[N:9]=[C:10]3[C:16]([C:17](=[O:22])[C:18]([CH3:21])([CH3:20])[CH3:19])=[CH:15][N:14](COCC[Si](C)(C)C)[C:11]3=[N:12][CH:13]=2)[CH:5]=[CH:6][CH:7]=1.C(OC([N:38]1[CH2:42][CH2:41][C:40]2([CH2:46][CH2:45][NH:44][CH2:43]2)[CH2:39]1)=O)(C)(C)C>>[CH2:39]1[C:40]2([CH2:46][CH2:45][NH:44][CH2:43]2)[CH2:41][CH2:42][N:38]1[C:2]1[CH:3]=[C:4]([C:8]2[N:9]=[C:10]3[C:16]([C:17](=[O:22])[C:18]([CH3:20])([CH3:19])[CH3:21])=[CH:15][NH:14][C:11]3=[N:12][CH:13]=2)[CH:5]=[CH:6][CH:7]=1. Procedure: 1-{2-[3-(2,7-Diaza-spiro[4.4]non-2-yl)-phenyl]-5H-pyrrolo[2,3-b]pyrazin-7-yl}-2,2-dimethyl-propan-1-one was prepared starting from 1-[2-(3-iodo-phenyl)-5-(2-trimethylsilanyl-ethoxymethyl)-5H-pyrrolo[2,3-b]pyrazin-7-yl]-2,2-dimethyl-propan-1-one and 2,7-diaza-spiro[4.4]nonane-2-carboxylic acid tert-butyl ester following general procedures as described in these Examples. M+H=404. Reactants: ClC1=CC=C(C=C1)S(=O)(=O)N[C@@H](C(=O)N)CC(C)C ((2R)-2-(4-Chlorobenzenesulfonylamino)-4-methylpentanoic acid amide), C(=O)([O-])[O-].[K+].[K+] (K2CO3), COC1=CC=C(CCl)C=C1 (4-methoxybenzyl chloride). The solvent is CN(C)C=O (DMF), CCOC(=O)C (EtOAc). Product: ClC1=CC=C(C=C1)S(=O)(=O)N(CC1=CC=C(C=C1)OC)[C@@H](C(=O)N)CC(C)C ((2R)-2-[N-(4-Chlorobenzenesulfonyl)-N-(4-methoxybenzyl)amino]-4-methylpentanoic acid amide). The yield is 69.9%. Reaction SMILES: [Cl:1][C:2]1[CH:7]=[CH:6][C:5]([S:8]([NH:11][C@H:12]([CH2:16][CH:17]([CH3:19])[CH3:18])[C:13]([NH2:15])=[O:14])(=[O:10])=[O:9])=[CH:4][CH:3]=1.C([O-])([O-])=O.[K+].[K+].[CH3:26][O:27][C:28]1[CH:35]=[CH:34][C:31]([CH2:32]Cl)=[CH:30][CH:29]=1>CN(C=O)C.CCOC(C)=O>[Cl:1][C:2]1[CH:3]=[CH:4][C:5]([S:8]([N:11]([C@H:12]([CH2:16][CH:17]([CH3:19])[CH3:18])[C:13]([NH2:15])=[O:14])[CH2:32][C:31]2[CH:34]=[CH:35][C:28]([O:27][CH3:26])=[CH:29][CH:30]=2)(=[O:9])=[O:10])=[CH:6][CH:7]=1 |f:1.2.3|. Reported procedure: (2R)-2-(4-Chlorobenzenesulfonylamino)-4-methylpentanoic acid amide (300 mg, 1 mmol), K2CO3 (170 mg, 1.2 mmol), and 4-methoxybenzyl chloride (170 mg, 1.1 mmol) in DMF (25 mL) was heated to 60° C. for 18 h. The reaction was then diluted with EtOAc (150 mL) and washed with H2O, brine, dried over MgSO4 and concentrated to give a crude white wax. Further purification by flash chromatography (SiO2, 25% EtOAc/hexanes) afforded the titled compound (297 mg) as a white solid in 70% yield. [α]D=+44.2 (c 1.... The reactants are CC1=C(N=C(O1)C1=CC=CC=C1)CC=1OC2=C(C1)C=C(C=C2)\C=C(\C#N)/OC ((Z)-3-[2-(5-methyl-2-phenyl-4-oxazolyl) methyl- 5-benzofuranyl]-2-methoxy-2-propenenitrile), CO (methanol), Cl (hydrochloric acid). Run in [OH-].[Na+] (sodium hydroxide). Product: CC1=C(N=C(O1)C1=CC=CC=C1)CC=1OC2=C(C1)C=C(C=C2)\C=C(\C(=O)N)/OC ((Z)-3-[2-(5-methyl-2-phenyl-4-oxazolyl) methyl-5-benzofuranyl]-2-methoxy-2-propenamide). RXN SMILES: [CH3:1][C:2]1[O:6][C:5]([C:7]2[CH:12]=[CH:11][CH:10]=[CH:9][CH:8]=2)=[N:4][C:3]=1[CH2:13][C:14]1[O:15][C:16]2[CH:22]=[CH:21][C:20](/[CH:23]=[C:24](\[O:27][CH3:28])/[C:25]#[N:26])=[CH:19][C:17]=2[CH:18]=1.Cl.C[OH:31]>[OH-].[Na+]>[CH3:1][C:2]1[O:6][C:5]([C:7]2[CH:8]=[CH:9][CH:10]=[CH:11][CH:12]=2)=[N:4][C:3]=1[CH2:13][C:14]1[O:15][C:16]2[CH:22]=[CH:21][C:20](/[CH:23]=[C:24](\[O:27][CH3:28])/[C:25]([NH2:26])=[O:31])=[CH:19][C:17]=2[CH:18]=1 |f:3.4|. Procedure details: A solution of (Z)-3-[2-(5-methyl-2-phenyl-4-oxazolyl) methyl- 5-benzofuranyl]-2-methoxy-2-propenenitrile (0.10 g, 0.27 mmol) in methanol (10 ml) and sodium hydroxide (2 ml) was heated to reflux for 3 hours then cooled, acidified with 6N hydrochloric acid and extracted with ethyl acetate. The combined extracts were washed with brine, dried over magnesium sulfate and concentrated. The product was purified by flash chromatography (ethyl acetate/methanol/acetic acid, 75:1:1) and obtained as a solid ... The reactants are ClC1=C(C=C2C(=CNC2=C1)C=O)C1=CC=C(C=C1)CO (6-chloro-5-(4-hydroxymethyl-phenyl)-1H-indole-3-carbaldehyde), CC(C)=CC (2-methyl-2-butene), Cl(=O)[O-].[Na+] (sodium chlorite), O.OP(=O)(O)[O-].[Na+] (sodium phosphate monobasic hydrate), CC(C)=CC (2-methyl-2-butene), O.OP(=O)(O)[O-].[Na+] (sodium phosphate monobasic hydrate), Cl(=O)[O-].[Na+] (sodium chlorite). Run in O (Water), CC#N (MeCN), C(C)(C)(C)O (tert-butanol), O (water), O (water), CCOC(=O)C (EtOAc). Conditions: time 5 hour. Yields the product ClC1=C(C=C2C(=CNC2=C1)C(=O)O)C1=CC=C(C=C1)CO (6-Chloro-5-[4-(hydroxymethyl)phenyl]-1H-indole-3-carboxylic acid). The yield is 40.8%. As a reaction SMILES: [Cl:1][C:2]1[CH:10]=[C:9]2[C:5]([C:6]([CH:11]=[O:12])=[CH:7][NH:8]2)=[CH:4][C:3]=1[C:13]1[CH:18]=[CH:17][C:16]([CH2:19][OH:20])=[CH:15][CH:14]=1.CC(=CC)C.Cl([O-])=[O:27].[Na+].O.OP([O-])(O)=O.[Na+]>CC#N.C(O)(C)(C)C.O.CCOC(C)=O>[Cl:1][C:2]1[CH:10]=[C:9]2[C:5]([C:6]([C:11]([OH:27])=[O:12])=[CH:7][NH:8]2)=[CH:4][C:3]=1[C:13]1[CH:18]=[CH:17][C:16]([CH2:19][OH:20])=[CH:15][CH:14]=1 |f:2.3,4.5.6|. Procedure: To a solution of 6-chloro-5-(4-hydroxymethyl-phenyl)-1H-indole-3-carbaldehyde (422 mg, 1.48 mmol) in MeCN (18 mL), tert-butanol (18 mL) and 2-methyl-2-butene (12 mL, 110 mmol) at 0° C. was added a solution of sodium chlorite (1.25 g, 14.8 mmol) and sodium phosphate monobasic hydrate (2.04 g, 14.8 mmol) in water (9 mL) dropwise. The ice bath was removed and the solution was stirred at room temperature. After 5 hours, additional 2-methyl-2-butene (3 mL, 27.5 mmol) was added, followed by sodium chl...